Dataset: the Open Reaction Database (ORD), a public repository of structured organic reaction records. Task: describe an organic reaction: reactants, conditions, products, and yield Reactants: CS(=O)c1cc(S(C)=O)c2oc3ccc(C(=O)O)cc3c(=O)c2c1, CI, CN(C)C=O, [Li+], [Li+], O=C([O-])[O-]. The product is COC(=O)c1ccc2oc3c(S(C)=O)cc(S(C)=O)cc3c(=O)c2c1. RXN SMILES: [CH3:1][S:2](=[O:3])[c:4]1[c:5]2[o:6][c:7]3[cH:8][cH:9][c:10]([C:22](=[O:23])[OH:24])[cH:11][c:12]3[c:13](=[O:21])[c:14]2[cH:15][c:16]([S:18](=[O:19])[CH3:20])[cH:17]1.[CH3:25][I:26].[CH3:33][N:34]([CH3:35])[CH:36]=[O:37].[Li+:27].[Li+:28].[O-:29][C:30](=[O:31])[O-:32]>>[CH3:1][S:2](=[O:3])[c:4]1[c:5]2[o:6][c:7]3[cH:8][cH:9][c:10]([C:22](=[O:23])[O:24][CH3:30])[cH:11][c:12]3[c:13](=[O:21])[c:14]2[cH:15][c:16]([S:18](=[O:19])[CH3:20])[cH:17]1. The reactants are CCOP(=O)(CC(=O)N(CC)CC)OCC, C1CCOC1, CC(=O)c1ccc(OCc2c(F)cccc2F)c(OCCCOC2CCCCO2)c1, [H-], [Na+]. The product is CCN(CC)C(=O)C=C(C)c1ccc(OCc2c(F)cccc2F)c(OCCCOC2CCCCO2)c1. RXN SMILES: [CH2:3]([CH3:4])[N:5]([C:6]([CH2:7][P:8](=[O:9])([O:10][CH2:11][CH3:12])[O:13][CH2:14][CH3:15])=[O:16])[CH2:17][CH3:18].[CH2:49]1[O:50][CH2:51][CH2:52][CH2:53]1.[F:19][c:20]1[c:21]([CH2:22][O:23][c:24]2[c:25]([O:33][CH2:34][CH2:35][CH2:36][O:37][CH:38]3[O:39][CH2:40][CH2:41][CH2:42][CH2:43]3)[cH:26][c:27]([C:30]([CH3:31])=[O:32])[cH:28][cH:29]2)[c:44]([F:48])[cH:45][cH:46][cH:47]1.[H-:2].[Na+:1]>>[CH2:3]([CH3:4])[N:5]([C:6]([CH:7]=[C:30]([c:27]1[cH:26][c:25]([O:33][CH2:34][CH2:35][CH2:36][O:37][CH:38]2[O:39][CH2:40][CH2:41][CH2:42][CH2:43]2)[c:24]([O:23][CH2:22][c:21]2[c:20]([F:19])[cH:47][cH:46][cH:45][c:44]2[F:48])[cH:29][cH:28]1)[CH3:31])=[O:16])[CH2:17][CH3:18].